From a dataset of the Open Reaction Database (ORD), a public repository of structured organic reaction records. describe an organic reaction: reactants, conditions, products, and yield Reactants: C(C)(=O)[O-].[K+] (potassium acetate), C(C)(=O)O (acetic acid), ClCC(CC(=O)OC)=O (methyl 4-chloroacetoacetate). The reagents and catalysts are [Cl-].C(C1=CC=CC=C1)[N+](CC)(CC)CC (benzyltriethylammonium chloride). Run in C(C)#N (acetonitrile), C(C)#N (acetonitrile). Product: C(C)(=O)OCC(CC(=O)OC)=O (methyl 4-acetoxyacetoacetate). Isolated yield 61.0%. As a reaction SMILES: [C:1]([O-:4])(=[O:3])[CH3:2].[K+].C(O)(=O)C.Cl[CH2:11][C:12](=[O:18])[CH2:13][C:14]([O:16][CH3:17])=[O:15]>[Cl-].C([N+](CC)(CC)CC)C1C=CC=CC=1.C(#N)C>[C:1]([O:4][CH2:11][C:12](=[O:18])[CH2:13][C:14]([O:16][CH3:17])=[O:15])(=[O:3])[CH3:2] |f:0.1,4.5|. Reported procedure: 108 g (1.1 mol) of potassium acetate and 11.4 g (0.05 mol) of benzyltriethylammonium chloride are suspended in 900 ml of acetonitrile, treated with 50 ml of acetic acid and heated to reflux temperature. Within 31/2 hours there are added dropwise thereto 150.5 g (1 mol) of methyl 4-chloroacetoacetate in 100 ml of acetonitrile and the mixture is subsequently held at reflux temperature for 4 hours. The reaction mixture is washed 3 times with 200 ml of 5% NaH2PO4 solution each time and the aqueous p... Starting materials: CC(C)(C)OC(=O)CBr, CCCCCCCCCC(=O)N1C(=O)OCC1C(C)C. Yields the product CCCCCCCCC(CC(=O)OC(C)(C)C)C(=O)N1C(=O)OCC1C(C)C. RXN SMILES: [Br:21][CH2:22][C:23](=[O:24])[O:25][C:26]([CH3:27])([CH3:28])[CH3:29].[CH:1]([CH3:2])([CH3:3])[CH:4]1[N:5]([C:10]([CH2:11][CH2:12][CH2:13][CH2:14][CH2:15][CH2:16][CH2:17][CH2:18][CH3:19])=[O:20])[C:6](=[O:9])[O:7][CH2:8]1>>[CH:1]([CH3:2])([CH3:3])[CH:4]1[N:5]([C:10]([CH:11]([CH2:12][CH2:13][CH2:14][CH2:15][CH2:16][CH2:17][CH2:18][CH3:19])[CH2:22][C:23](=[O:24])[O:25][C:26]([CH3:27])([CH3:28])[CH3:29])=[O:20])[C:6](=[O:9])[O:7][CH2:8]1. RXN SMILES: [C:1]([CH3:2])([CH3:3])([CH3:4])[O:5][C:6](=[O:7])[c:8]1[n:9][c:10]([C:39]([F:40])([F:41])[F:42])[n:11]2[c:12]1[CH2:13][N:14]([C:17]([CH2:18][CH:19]([CH2:20][c:21]1[c:22]([F:29])[cH:23][c:24]([F:28])[c:25]([F:27])[cH:26]1)[NH:30][C:31]([O:32][C:33]([CH3:34])([CH3:35])[CH3:36])=[O:37])=[O:38])[CH2:15][CH2:16]2.[CH3:44][CH2:45][O:46][C:47](=[O:48])[CH3:49].[ClH:43]>>[C:1]([CH3:2])([CH3:3])([CH3:4])[O:5][C:6](=[O:7])[c:8]1[n:9][c:10]([C:39]([F:40])([F:41])[F:42])[n:11]2[c:12]1[CH2:13][N:14]([C:17]([CH2:18][CH:19]([CH2:20][c:21]1[c:22]([F:29])[cH:23][c:24]([F:28])[c:25]([F:27])[cH:26]1)[NH2:30])=[O:38])[CH2:15][CH2:16]2.[ClH:43]. Product: CC(C)(C)OC(=O)c1nc(C(F)(F)F)n2c1CN(C(=O)CC(N)Cc1cc(F)c(F)cc1F)CC2, Cl. Starting materials: CC(C)(C)OC(=O)NC(CC(=O)N1CCn2c(C(F)(F)F)nc(C(=O)OC(C)(C)C)c2C1)Cc1cc(F)c(F)cc1F, CCOC(C)=O, Cl. Reactants: C(C1=CC=CC=C1)Br (benzyl bromide), C(CC)NCCC (dipropylamine). Run in CCOCC (ether). Yields the product C(CC)N(CC1=CC=CC=C1)CCC (N,N-dipropylbenzenemethanamine). RXN SMILES: [CH2:1](Br)[C:2]1[CH:7]=[CH:6][CH:5]=[CH:4][CH:3]=1.[CH2:9]([NH:12][CH2:13][CH2:14][CH3:15])[CH2:10][CH3:11]>CCOCC>[CH2:9]([N:12]([CH2:13][CH2:14][CH3:15])[CH2:1][C:2]1[CH:7]=[CH:6][CH:5]=[CH:4][CH:3]=1)[CH2:10][CH3:11]. Procedure details: An 11.9 ml portion of benzyl bromide and 41 ml of dipropylamine in ether were reacted as described in Example 3, giving 17.6 g of N,N-dipropylbenzenemethanamine as a clear liquid. Reactants: FC(C1=NNC=C1)(F)F (3-(trifluoromethyl)-1H-pyrazole), OC1CCN(CC1)C(=O)OC(C)(C)C (tert-butyl 4-hydroxy-piperidine-1-carboxylate), C1(=CC=CC=C1)P(C1=CC=CC=C1)C1=CC=CC=C1 (triphenylphosphine), N(=NC(=O)OC(C)C)C(=O)OC(C)C (diisopropyl azodicarboxylate), resultant solution. Solvent: O1CCCC1 (tetrahydrofuran). Yields the product FC(C1=NN(C=C1)C1CCN(CC1)C(=O)OC(C)(C)C)(F)F (tert-Butyl 4-[3-(trifluoromethyl)-1H-pyrazol-1-yl]piperidine-1-carboxylate). The yield is 45.3%. Reaction SMILES: [F:1][C:2]([F:9])([F:8])[C:3]1[CH:7]=[CH:6][NH:5][N:4]=1.O[CH:11]1[CH2:16][CH2:15][N:14]([C:17]([O:19][C:20]([CH3:23])([CH3:22])[CH3:21])=[O:18])[CH2:13][CH2:12]1.C1(P(C2C=CC=CC=2)C2C=CC=CC=2)C=CC=CC=1.N(C(OC(C)C)=O)=NC(OC(C)C)=O>O1CCCC1>[F:1][C:2]([F:9])([F:8])[C:3]1[CH:7]=[CH:6][N:5]([CH:11]2[CH2:16][CH2:15][N:14]([C:17]([O:19][C:20]([CH3:23])([CH3:22])[CH3:21])=[O:18])[CH2:13][CH2:12]2)[N:4]=1. Procedure: To a tetrahydrofuran solution (1.0 mL) of 3-(trifluoromethyl)-1H-pyrazole (272 mg, 2.00 mmol), tert-butyl 4-hydroxy-piperidine-1-carboxylate (402 mg, 2.00 mmol), and triphenylphosphine (629 mg, 2.40 mmol), diisopropyl azodicarboxylate (1.36 mL, 2.60 mmol, toluene solution) was added at room temperature and the resultant solution was stirred at room temperature for 22 hours. After completion of the reaction, the reaction solution was concentrated under reduced pressure and purified by preparative...